This data is from the Open Reaction Database (ORD), a public repository of structured organic reaction records. The task is: describe an organic reaction: reactants, conditions, products, and yield Reactants: tris(dibenzylideneacetone)dipalladium(chloroform), C(CCC)P(CCCC)CCCC (tributylphosphine), O1CCCC1 (tetrahydrofuran), C(C)(=O)O[C@@H]1C2=C3[C@]4([C@H]([C@H]5[C@@H]6CC[C@H](CC)[C@]6(CC[C@@H]5[C@]3(CC1)C)C)O4)O2 (6α,7α-diepoxypregn-4-en-3β-yl acetate), O1CCCC1 (tetrahydrofuran), C(C)(=O)OCC.CCCCCC (ethyl acetate hexane), C(=O)[O-].[NH4+] (ammonium formate). The solvent is C(Cl)Cl (methylene chloride). Reaction conditions: time 10 minute. Yields the product C(C)(=O)O[C@@H]1CC2=C[C@H]([C@H]3[C@@H]4CC[C@H](C(C)C5OCC(CO5)(C)C)[C@]4(CC[C@@H]3[C@]2([C@@H]2[C@H]1O2)C)C)O (20-(5,5-dimethyl-1,3-dioxan-2-yl)-1α,2α-epoxy-7α-hydroxypregn-5-en-3β-yl acetate). Yield: 40.0%. As a reaction SMILES: C(P(C[CH2:11][CH2:12][CH3:13])CCCC)CCC.[CH:14]([O-])=[O:15].[NH4+].[C:18]([O:21][C@H:22]1[CH2:40][CH2:39][C@@:38]2([CH3:41])[C:24]3[C@:25]4(O[C:23]1=3)[O:43][C@H:26]4[C@@H:27]1[C@@H:37]2[CH2:36][CH2:35][C@@]2(C)[C@H]1CC[C@@H]2CC)(=[O:20])[CH3:19].C(OCC)(=[O:47])C.[CH3:51][CH2:52][CH2:53][CH2:54][CH2:55][CH3:56].[O:57]1[CH2:61][CH2:60][CH2:59][CH2:58]1>C(Cl)Cl>[C:18]([O:21][C@H:22]1[C@@H:40]2[O:47][C@@H:39]2[C@@:38]2([CH3:41])[C:24](=[CH:25][C@@H:26]([OH:43])[C@@H:27]3[C@@H:37]2[CH2:36][CH2:35][C@@:52]2([CH3:51])[C@H:53]3[CH2:54][CH2:55][C@@H:56]2[CH:60]([CH:61]2[O:57][CH2:58][C:12]([CH3:11])([CH3:13])[CH2:14][O:15]2)[CH3:59])[CH2:23]1)(=[O:20])[CH3:19] |f:1.2,4.5|. Reported procedure: A mixture of 11.6 mg (0.0112 mmole) of tris(dibenzylideneacetone)dipalladium(chloroform), 22.4 μl (0.0898 mmole) of tributylphosphine and 2 ml of dry tetrahydrofuran was stirred in an atmosphere of argon gas at room temperature for 10 minutes. To this mixture was added 14.2 mg (0.224 mmole) of ammonium formate, followed by stirring for 30 minutes. To the resulting mixture was further added a solution of 27.3 mg (0.0561 mmole) of 20-(5,5-dimethyl-1,3-dioxan-2-yl)-1α,2α;6α,7α-diepoxypregn-4-en-3β-... Reactants: C=C(Br)Br, CC(C)CCBr, N#Cc1ccnc(Cc2ccccc2)c1, CCOCC, Cl, [Mg], [Na+], [OH-]. Yields the product CC(C)CCC(=O)c1ccnc(Cc2ccccc2)c1. As a reaction SMILES: [Br:2][C:3]([Br:4])=[CH2:5].[Br:6][CH2:7][CH2:8][CH:9]([CH3:10])[CH3:11].[CH2:12]([c:13]1[cH:14][cH:15][cH:16][cH:17][cH:18]1)[c:19]1[n:20][cH:21][cH:22][c:23]([C:25]#[N:26])[cH:24]1.[CH3:30][CH2:31][O:32][CH2:33][CH3:34].[ClH:27].[Mg:1].[Na+:29].[OH-:28]>>[CH2:7]([CH2:8][CH:9]([CH3:10])[CH3:11])[C:25]([c:23]1[cH:22][cH:21][n:20][c:19]([CH2:12][c:13]2[cH:14][cH:15][cH:16][cH:17][cH:18]2)[cH:24]1)=[O:28]. Starting materials: COc1cc2c(cc1OC)CCN(C(=O)CCN(CC1Cc3cc(O)ccc31)C(=O)OC(C)(C)C)CC2, O=C([O-])[O-], O=C([O-])[O-], CC(C)I, [Cs+], [Cs+], [K+], [K+], CN(C)C=O, O. Product: COc1cc2c(cc1OC)CCN(C(=O)CCN(CC1Cc3cc(OC(C)C)ccc31)C(=O)OC(C)(C)C)CC2. RXN SMILES: [C:1]([CH3:2])([CH3:3])([CH3:4])[O:5][C:6]([N:7]([CH2:8][CH:9]1[c:10]2[cH:11][cH:12][c:13]([OH:17])[cH:14][c:15]2[CH2:16]1)[CH2:18][CH2:19][C:20](=[O:21])[N:22]1[CH2:23][CH2:24][c:25]2[c:26]([cH:29][c:30]([O:35][CH3:36])[c:31]([O:33][CH3:34])[cH:32]2)[CH2:27][CH2:28]1)=[O:37].[C:38](=[O:39])([O-:40])[O-:41].[C:44](=[O:45])([O-:46])[O-:47].[CH:50]([CH3:51])([CH3:52])[I:53].[Cs+:48].[Cs+:49].[K+:42].[K+:43].[O:54]=[CH:55][N:56]([CH3:57])[CH3:58].[OH2:59]>>[C:1]([CH3:2])([CH3:3])([CH3:4])[O:5][C:6]([N:7]([CH2:8][CH:9]1[c:10]2[cH:11][cH:12][c:13]([O:17][CH:50]([CH3:51])[CH3:52])[cH:14][c:15]2[CH2:16]1)[CH2:18][CH2:19][C:20](=[O:21])[N:22]1[CH2:23][CH2:24][c:25]2[c:26]([cH:29][c:30]([O:35][CH3:36])[c:31]([O:33][CH3:34])[cH:32]2)[CH2:27][CH2:28]1)=[O:37]. Starting materials: COC(COC1=C2C(=C(C(=NC2=C(C=C1)Cl)C)CC1=CC=C(C=C1)S(=O)(=O)C)C)=O ([8-chloro-3-(4-methanesulfonylbenzyl)-2,4-dimethylquinolin-5-yloxy]-acetic acid methyl ester), CO (methanol), O (water), [OH-].[Li+] (lithium hydroxide). The solvent is C(C)(=O)O (acetic acid). Product: ClC=1C=CC(=C2C(=C(C(=NC12)C)CC1=CC=C(C=C1)S(=O)(=O)C)C)OCC(=O)O ([8-chloro-3-(4-methanesulfonylbenzyl)-2,4-dimethylquinolin-5-yloxy]acetic acid). As a reaction SMILES: C[O:2][C:3](=[O:30])[CH2:4][O:5][C:6]1[CH:15]=[CH:14][C:13]([Cl:16])=[C:12]2[C:7]=1[C:8]([CH3:29])=[C:9]([CH2:18][C:19]1[CH:24]=[CH:23][C:22]([S:25]([CH3:28])(=[O:27])=[O:26])=[CH:21][CH:20]=1)[C:10]([CH3:17])=[N:11]2.CO.O.[OH-].[Li+]>C(O)(=O)C>[Cl:16][C:13]1[CH:14]=[CH:15][C:6]([O:5][CH2:4][C:3]([OH:30])=[O:2])=[C:7]2[C:12]=1[N:11]=[C:10]([CH3:17])[C:9]([CH2:18][C:19]1[CH:20]=[CH:21][C:22]([S:25]([CH3:28])(=[O:26])=[O:27])=[CH:23][CH:24]=1)=[C:8]2[CH3:29] |f:3.4|. Reported procedure: A solution of [8-chloro-3-(4-methanesulfonylbenzyl)-2,4-dimethylquinolin-5-yloxy]-acetic acid methyl ester (0.11 g), methanol (5.0 mL), water (1.0 mL) and saturated aqueous lithium hydroxide solution (0.5 mL) was stirred at room temperature for 3 days. The pH of the solution was adjusted to 4 by the addition of glacial acetic acid and the methanol removed under reduced pressure. The resulting precipitate was collected by filtration, washed with water and dried to afford title compound as a white...